The task is: describe an organic reaction: reactants, conditions, products, and yield. This data is from the Open Reaction Database (ORD), a public repository of structured organic reaction records. Reactants: C(C=C)C1C(=CC(NC1(C)C)(C)C)N1CCCCC1 (5-allyl-1,2,5,6-tetrahydro-2,2,6,6-tetramethyl-4-piperidinopyridine), C(C)(=O)[O-].[Na+] (sodium acetate), C([O-])(O)=O.[Na+] (sodium bicarbonate), N (ammonia). Run in C(C)(=O)O (acetic acid), O (water). Conditions: time 8 hour. Product: C(C=C)C1C(NC(CC1=O)(C)C)(C)C (3-allyl-2,2,6,6-tetramethyl-4-piperidone). The yield is 83.8%. RXN SMILES: [CH2:1]([CH:4]1[C:9]([CH3:11])([CH3:10])[NH:8][C:7]([CH3:13])([CH3:12])[CH:6]=[C:5]1N1CCCCC1)[CH:2]=[CH2:3].C([O-])(=[O:22])C.[Na+].C(=O)(O)[O-].[Na+].N>C(O)(=O)C.O>[CH2:1]([CH:4]1[C:5](=[O:22])[CH2:6][C:7]([CH3:13])([CH3:12])[NH:8][C:9]1([CH3:11])[CH3:10])[CH:2]=[CH2:3] |f:1.2,3.4|. Procedure details: 1.46 g of the 5-allyl-1,2,5,6-tetrahydro-2,2,6,6-tetramethyl-4-piperidinopyridine thus obtained were dissolved in a mixture of 3 ml of acetic acid, 1.5 g of sodium acetate and 3 ml of water, and the solution was allowed to stand overnight. To the solution were then added 6.0 g of sodium bicarbonate and 3 ml of concentrated aqueous ammonia; the mixture was then extracted with hexane. The extract was dried over anhydrous magnesium sulphate and then treated with charcoal. 0.91 g of the title compou... Reactants: O=C1CCC(CC1)C(=O)OCC (Ethyl 4-oxocyclohexanecarboxylate), [H-].[Al+3].[Li+].[H-].[H-].[H-] (lithium aluminum hydride). Solvent: O1CCCC1 (tetrahydrofuran). The product is OCC1CCC(CC1)O (4-(hydroxymethyl)cylohexan-1-ol). Reaction SMILES: [O:1]=[C:2]1[CH2:7][CH2:6][CH:5]([C:8](OCC)=[O:9])[CH2:4][CH2:3]1.[H-].[Al+3].[Li+].[H-].[H-].[H-]>O1CCCC1>[OH:9][CH2:8][CH:5]1[CH2:6][CH2:7][CH:2]([OH:1])[CH2:3][CH2:4]1 |f:1.2.3.4.5.6|. Procedure: Ethyl 4-oxocyclohexanecarboxylate (Aldrich Chemical Co., Milwaukee, Wis.) is reduced with excess lithium aluminum hydride in tetrahydrofuran to provide 4-(hydroxymethyl)cylohexan-1-ol. Run at time 12 hour. The product is ClC=1C=C(C=CC1OCC1=NC=CC=C1)NC1=NC=NC=2SC=3CN(CCC3C12)C(C=CCCOC1OCCCC1)=O (1-[4-[3-chloro-4-(pyridin-2-ylmethoxy)-phenylamino]-5,8-dihydro-6H-9-thia-1,3,7-triaza-fluoren-7-yl}-5-(tetrahydro-pyran-2-yloxy)-pent-2-en-1-one). Starting materials: ClC=1C=C(C=CC1OCC1=NC=CC=C1)NC1=NC=NC=2SC=3CNCCC3C12 ([3-chloro-4-(pyridine-2-ylmethoxy)-phenyl]-(5,6,7,8-tetrahydro-9-thia-1,3,7-triaza-fluoren-4-yl)-amine), O1C(CCCC1)OCCC=CC(=O)O (5-(tetrahydro-pyran-2-yloxy)-pent-2-enoic acid), C(C)(C)N(CC)C(C)C (diisopropylethylamine). Run in ClCCl.C1CCOC1 (dichloromethane THF). Yield: 79.2%. Reaction SMILES: [Cl:1][C:2]1[CH:3]=[C:4]([NH:16][C:17]2[C:29]3[C:28]4[CH2:27][CH2:26][NH:25][CH2:24][C:23]=4[S:22][C:21]=3[N:20]=[CH:19][N:18]=2)[CH:5]=[CH:6][C:7]=1[O:8][CH2:9][C:10]1[CH:15]=[CH:14][CH:13]=[CH:12][N:11]=1.[O:30]1[CH2:35][CH2:34][CH2:33][CH2:32][CH:31]1[O:36][CH2:37][CH2:38][CH:39]=[CH:40][C:41](O)=[O:42].C(N(C(C)C)CC)(C)C>ClCCl.C1COCC1>[Cl:1][C:2]1[CH:3]=[C:4]([NH:16][C:17]2[C:29]3[C:28]4[CH2:27][CH2:26][N:25]([C:41](=[O:42])[CH:40]=[CH:39][CH2:38][CH2:37][O:36][CH:31]5[CH2:32][CH2:33][CH2:34][CH2:35][O:30]5)[CH2:24][C:23]=4[S:22][C:21]=3[N:20]=[CH:19][N:18]=2)[CH:5]=[CH:6][C:7]=1[O:8][CH2:9][C:10]1[CH:15]=[CH:14][CH:13]=[CH:12][N:11]=1 |f:3.4|. Procedure: In a 100 ml rb flask were placed [3-chloro-4-(pyridine-2-ylmethoxy)-phenyl]-(5,6,7,8-tetrahydro-9-thia-1,3,7-triaza-fluoren-4-yl)-amine (2.0, 4.71 mmol), 5-(tetrahydro-pyran-2-yloxy)-pent-2-enoic acid (0.94 g, 4.71 mmol) and O-(Benzotriazol-1-yl)-N,N,N′,N′-tetrafluorobonate (1.81 g, 5.66 mmol) in anhydrous dichloromethane/THF (15 ml/15 ml) and cooled at 0° C. To this cooled suspension was slowly added diisopropylethylamine (1.83 g, 14.15 mmol) (2.5 ml) during 15 minute. Then the reaction mixture... Reported procedure: The reaction is effected in a reactor arrangement of a first reactor of type D with two reactors of type B connected downstream in series. 1.22 kg/l·h of a 26% by weight solution of tert-butyl hydroperoxide and 17% by weight of potassium hydroxide in water and 0.32 kg/l·h of isobutyroyl chloride are fed to the first reactor. The metering rates are based on the total volume of the reactor arrangement in litres. Cooling with cooling water keeps the internal temperature in the first reactor at 26° ... Reactants: C(C)(C)(C)OO (tert-butyl hydroperoxide), [OH-].[K+] (potassium hydroxide), C(C(C)C)(=O)Cl (isobutyroyl chloride). The product is C(C(C)C)(=O)OOC(C)(C)C (tert-butyl peroxyisobutyrate). The solvent is O (water), O (water). RXN SMILES: [C:1]([O:5][OH:6])([CH3:4])([CH3:3])[CH3:2].[OH-].[K+].[C:9](Cl)(=[O:13])[CH:10]([CH3:12])[CH3:11]>O>[C:9]([O:6][O:5][C:1]([CH3:4])([CH3:3])[CH3:2])(=[O:13])[CH:10]([CH3:12])[CH3:11] |f:1.2|. The reactants are COc1ccc(Br)cc1, CON(C)C(=O)c1cn(-c2cccc(-c3ccccc3C#N)c2)cn1. The product is COc1ccc(C(=O)c2cn(-c3cccc(-c4ccccc4C#N)c3)cn2)cc1. RXN SMILES: [Br:26][c:27]1[cH:28][cH:29][c:30]([O:33][CH3:34])[cH:31][cH:32]1.[CH3:1][O:2][N:3]([C:4](=[O:5])[c:6]1[n:7][cH:8][n:9](-[c:11]2[cH:12][c:13](-[c:17]3[c:18]([C:23]#[N:24])[cH:19][cH:20][cH:21][cH:22]3)[cH:14][cH:15][cH:16]2)[cH:10]1)[CH3:25]>>[C:4](=[O:5])([c:6]1[n:7][cH:8][n:9](-[c:11]2[cH:12][c:13](-[c:17]3[c:18]([C:23]#[N:24])[cH:19][cH:20][cH:21][cH:22]3)[cH:14][cH:15][cH:16]2)[cH:10]1)[c:27]1[cH:28][cH:29][c:30]([O:33][CH3:34])[cH:31][cH:32]1.